This data is from the Open Reaction Database (ORD), a public repository of structured organic reaction records. The task is: describe an organic reaction: reactants, conditions, products, and yield Starting materials: BrC=1N(C2=NC(=NC(=C2N1)N)OC(C)C)C1OCCCC1 (8-bromo-2-[(1-methylethyl)oxy]-9-(tetrahydro-2H-pyran-2-yl)-9H-purin-6-amine), C[O-].[Na+] (sodium methoxide). The solvent is CO (methanol). Run at temperature 50 celsius, time 2.5 hour. Yields the product CC(C)OC1=NC(=C2N=C(N(C2=N1)C1OCCCC1)OC)N (2-[(1-Methylethyl)oxy]-8-(methyloxy)-9-(tetrahydro-2H-pyran-2-yl)-9H-purin-6-amine). Reaction SMILES: Br[C:2]1[N:3]([CH:16]2[CH2:21][CH2:20][CH2:19][CH2:18][O:17]2)[C:4]2[C:9]([N:10]=1)=[C:8]([NH2:11])[N:7]=[C:6]([O:12][CH:13]([CH3:15])[CH3:14])[N:5]=2.[CH3:22][O-:23].[Na+]>CO>[CH3:14][CH:13]([O:12][C:6]1[N:5]=[C:4]2[C:9]([N:10]=[C:2]([O:23][CH3:22])[N:3]2[CH:16]2[CH2:21][CH2:20][CH2:19][CH2:18][O:17]2)=[C:8]([NH2:11])[N:7]=1)[CH3:15] |f:1.2|. Procedure details: To a stirred suspension of 8-bromo-2-[(1-methylethyl)oxy]-9-(tetrahydro-2H-pyran-2-yl)-9H-purin-6-amine (690 mg, 1.937 mmol) in methanol (15 ml) was added sodium methoxide (30% wt/v solution in methanol, 2.4 ml) and the reaction mixture heated at 50° C. for 2 hours. The reaction mixture was then heated to 70° C. and stirred for 2.5 hours. The solvent was evaporated and the residue partioned between saturated aqueous ammonium chloride solution (15 ml) and ethyl acetate (20 mL). The layers were se... The reactants are Cl, [Cu+2], O=N[O-], NC(N)=S, Nc1cc(Cl)ccc1Cl, [Na+], [Na+], [OH-], O, O, O, O, O, O, O=S(=O)([O-])[O-]. The product is Sc1cc(Cl)ccc1Cl. RXN SMILES: [ClH:10].[Cu+2:32].[N:11]([O-:12])=[O:13].[NH2:15][C:16]([NH2:17])=[S:18].[NH2:1][c:2]1[cH:3][c:4]([Cl:5])[cH:6][cH:7][c:8]1[Cl:9].[Na+:14].[Na+:20].[OH-:19].[OH2:21].[OH2:22].[OH2:23].[OH2:24].[OH2:25].[OH2:26].[S:27]([O-:28])([O-:29])(=[O:30])=[O:31]>>[c:2]1([SH:18])[cH:3][c:4]([Cl:5])[cH:6][cH:7][c:8]1[Cl:9]. Reactants: [C-]#[C-].[Li+].[Li+] (lithium acetylide), COCCl (methoxymethyl chloride), BrCC1=CC(=NO1)OC (5-bromomethyl-3-methoxyisoxazole), C1(=CC=CC=C1)C(OC1=NSN=C1CI)C1=CC=CC=C1 (3-diphenylmethoxy-4-iodomethyl-1,2,5-thiadiazole), C(=O)=O (carbon dioxide), tetrazole disulfide, [C-]#[C-].[Li+].[Li+] (lithium acetylide), C(=O)=O (CO2). The solvent is O1CCCC1 (tetrahydrofuran). Yields the product C(C#C)(=O)O (propargylic acid), [C-]#[C-].[Li+].[Li+] (lithium acetylide). RXN SMILES: [C-]#[C-].[Li+:3].[Li+].C[O:6]CCl.BrC[C:11]1ON=[C:13]([O:16]C)[CH:12]=1.[C:18]1(C(C2C=CC=CC=2)OC2C(CI)=NSN=2)C=CC=C[CH:19]=1.C(=O)=O>O1CCCC1>[C:13]([OH:16])(=[O:6])[C:12]#[CH:11].[C-:18]#[C-:19].[Li+:3].[Li+:3] |f:0.1.2,9.10.11|. Procedure: Dibromoolefin intermediate XIX is then converted to ethynyl intermediate XX. Treatment of the dibromoolefin intermediate with about two equivalents of n-butyllithium produces the lithium acetylide XX, wherein R13 is Li. This transformation is typically carried out in a polar organic solvent, such as tetrahydrofuran, at a temperature of about -78° C. to about 25° C. The lithium acetylide is reacted with electrophiles, such as methoxymethyl chloride, 5-bromomethyl-3-methoxyisoxazole, 3-diphenylmet... Starting materials: C[Si](C)(C)[N-][Si](C)(C)C.[Li+] (lithium bis(trimethylsilyl)amide), ice water, FC1=NC=C(C=C1C1=NC(=NC(=N1)C)N(CC1=CC=C(C=C1)OC)CC1=CC=C(C=C1)OC)C(C)C1=CC=C(C=C1)S(=O)(=O)C (4-(2-Fluoro-5-(1-(4-(methylsulfonyl)phenyl)ethyl)pyridin-3-yl)-N,N-bis(4-methoxybenzyl)-6-methyl-1,3,5-triazin-2-amine), NC=1C=CC(=NC1)OC (5-amino-2-methoxypyridine). The solvent is C1CCOC1 (THF), C(Cl)Cl (DCM). As a reaction SMILES: F[C:2]1[C:7]([C:8]2[N:13]=[C:12]([CH3:14])[N:11]=[C:10]([N:15]([CH2:25][C:26]3[CH:31]=[CH:30][C:29]([O:32][CH3:33])=[CH:28][CH:27]=3)[CH2:16][C:17]3[CH:22]=[CH:21][C:20]([O:23][CH3:24])=[CH:19][CH:18]=3)[N:9]=2)=[CH:6][C:5]([CH:34]([C:36]2[CH:41]=[CH:40][C:39]([S:42]([CH3:45])(=[O:44])=[O:43])=[CH:38][CH:37]=2)[CH3:35])=[CH:4][N:3]=1.[NH2:46][C:47]1[CH:48]=[CH:49][C:50]([O:53][CH3:54])=[N:51][CH:52]=1.C[Si]([N-][Si](C)(C)C)(C)C.[Li+]>C1COCC1.C(Cl)Cl>[CH3:24][O:23][C:20]1[CH:21]=[CH:22][C:17]([CH2:16][N:15]([CH2:25][C:26]2[CH:31]=[CH:30][C:29]([O:32][CH3:33])=[CH:28][CH:27]=2)[C:10]2[N:9]=[C:8]([C:7]3[C:2]([NH:46][C:47]4[CH:52]=[N:51][C:50]([O:53][CH3:54])=[CH:49][CH:48]=4)=[N:3][CH:4]=[C:5]([CH:34]([C:36]4[CH:41]=[CH:40][C:39]([S:42]([CH3:45])(=[O:43])=[O:44])=[CH:38][CH:37]=4)[CH3:35])[CH:6]=3)[N:13]=[C:12]([CH3:14])[N:11]=2)=[CH:18][CH:19]=1 |f:2.3|. Yields the product COC1=CC=C(CN(C2=NC(=NC(=N2)C=2C(=NC=C(C2)C(C)C2=CC=C(C=C2)S(=O)(=O)C)NC=2C=NC(=CC2)OC)C)CC2=CC=C(C=C2)OC)C=C1 (N,N-bis(4-methoxybenzyl)-4-(2-(6-methoxypyridin-3-ylamino)-5-(1-(4-(methylsulfonyl)phenyl)ethyl)pyridin-3-yl)-6-methyl-1,3,5-triazin-2-amine). Procedure: 4-(2-Fluoro-5-(1-(4-(methylsulfonyl)phenyl)ethyl)pyridin-3-yl)-N,N-bis(4-methoxybenzyl)-6-methyl-1,3,5-triazin-2-amine (764.7 mg, 1.218 mmol) and 5-amino-2-methoxypyridine (162.9 mg, 1.312 mmol) were dissolved in THF (12 mL) and the flask was cooled in an ice water bath while being stirred under nitrogen. Then, lithium bis(trimethylsilyl)amide (1.0 M solution in tetrahydrofuran/ethyl benzene, 3.6 mL, 3.6 mmol) was added via syringe, and the reaction was stirred at 0° C. After 40 min, the reactio... Conditions: time 40 minute. Isolated yield 51.5%. As a reaction SMILES: [CH2:1]([C:6]1[S:10][C:9]([NH:11][C:12]([C:14]2[N:15]([CH3:22])[CH:16]=[C:17]([N+:19]([O-])=O)[CH:18]=2)=[O:13])=[N:8][C:7]=1[C:23]([NH:25][CH2:26][CH2:27][N:28]1[CH2:33][CH2:32][O:31][CH2:30][CH2:29]1)=[O:24])[CH2:2][CH:3]([CH3:5])[CH3:4].N#N>CO.[Pd]>[NH2:19][C:17]1[CH:18]=[C:14]([C:12]([NH:11][C:9]2[S:10][C:6]([CH2:1][CH2:2][CH:3]([CH3:5])[CH3:4])=[C:7]([C:23]([NH:25][CH2:26][CH2:27][N:28]3[CH2:29][CH2:30][O:31][CH2:32][CH2:33]3)=[O:24])[N:8]=2)=[O:13])[N:15]([CH3:22])[CH:16]=1. Starting materials: C(CC(C)C)C1=C(N=C(S1)NC(=O)C=1N(C=C(C1)[N+](=O)[O-])C)C(=O)NCCN1CCOCC1 (5-Isopentyl-2-{[(1-methyl-4-nitro-1H-pyrrol-2-yl)carbonyl]amino}-N-[2-(4-morpholinyl)ethyl]-1,3-thiazole-4-carboxamide), N#N (N2). Product: NC=1C=C(N(C1)C)C(=O)NC=1SC(=C(N1)C(=O)NCCN1CCOCC1)CCC(C)C (2-{[(4-Amino-1-methyl-1H-pyrrol-2-yl)carbonyl]amino}-5-isopentyl-N-[2-(4-morpholinyl)ethyl]-1,3-thiazole-4-carboxamide). Reported procedure: 5-Isopentyl-2-{[(1-methyl-4-nitro-1H-pyrrol-2-yl)carbonyl]amino}-N-[2-(4-morpholinyl)ethyl]-1,3-thiazole-4-carboxamide (400 mg, 0.836 mmol; see step (i) above) was dissolved in methanol (25 mL) to which was added Pd/C-10% (300 mg) at 0° C. (under N2) with stirring. The reaction mixture was hydrogenated for 4 h at room temperature and atmospheric pressure to give the title compound, which was used without further purification. Reagents/catalysts: [Pd] (Pd/C). Conditions: time 4 hour. Solvent: CO (methanol). The reactants are C1(CCCC1)OC1=CC=C(N)C=C1 (4-cyclopentyloxyaniline), C(C)OC(CBr)OCC (bromoacetaldehyde diethyl acetal), C([O-])([O-])=O.[K+].[K+] (potassium carbonate). Solvent: CN(C=O)C (dimethylformamide). Reaction conditions: temperature 80 celsius. The product is C1(CCCC1)OC1=CC=C(C=C1)NCC(OCC)OCC ((4-Cyclopentyloxyphenyl)(2,2-diethoxyethyl)amine). As a reaction SMILES: [CH:1]1([O:6][C:7]2[CH:13]=[CH:12][C:10]([NH2:11])=[CH:9][CH:8]=2)[CH2:5][CH2:4][CH2:3][CH2:2]1.[CH2:14]([O:16][CH:17]([O:20][CH2:21][CH3:22])[CH2:18]Br)[CH3:15].C(=O)([O-])[O-].[K+].[K+]>CN(C)C=O>[CH:1]1([O:6][C:7]2[CH:8]=[CH:9][C:10]([NH:11][CH2:18][CH:17]([O:20][CH2:21][CH3:22])[O:16][CH2:14][CH3:15])=[CH:12][CH:13]=2)[CH2:5][CH2:4][CH2:3][CH2:2]1 |f:2.3.4|. Reported procedure: A suspension of 4-cyclopentyloxyaniline (8.86 g), bromoacetaldehyde diethyl acetal (13 g), potassium carbonate (13.8 g) and dimethylformamide (100 ml) was heated at 80° C. for 6 hours. Cooling was followed by filtration and concentration of the filtrate. The residue was purified by chromatography on silica gel (eluent: heptane/ethyl acetate 2:1). The product with the molecular weight of 293.41 (C17H27NO3) was obtained in this way; MS (ESI): 294 ([M+H]+).